From a dataset of the Open Reaction Database (ORD), a public repository of structured organic reaction records. describe an organic reaction: reactants, conditions, products, and yield Reactants: Cc1cccc(C)c1B(O)O, Cc1ccc(C(C)C)cc1OCc1c(C)nc(Cl)nc1N1CCN(CC(N)=O)CC1, [Na+], [Na+], O=C([O-])[O-], C1COCCO1, c1ccc(P(c2ccccc2)(c2ccccc2)[Pd](P(c2ccccc2)(c2ccccc2)c2ccccc2)(P(c2ccccc2)(c2ccccc2)c2ccccc2)P(c2ccccc2)(c2ccccc2)c2ccccc2)cc1. Yields the product Cc1ccc(C(C)C)cc1OCc1c(C)nc(-c2c(C)cccc2C)nc1N1CCN(CC(N)=O)CC1. Reaction SMILES: [CH3:31][c:32]1[c:33]([B:39]([OH:40])[OH:41])[c:34]([CH3:38])[cH:35][cH:36][cH:37]1.[Cl:1][c:2]1[n:3][c:4]([CH3:30])[c:5]([CH2:18][O:19][c:20]2[c:21]([CH3:29])[cH:22][cH:23][c:24]([CH:26]([CH3:27])[CH3:28])[cH:25]2)[c:6]([N:8]2[CH2:9][CH2:10][N:11]([CH2:14][C:15](=[O:16])[NH2:17])[CH2:12][CH2:13]2)[n:7]1.[Na+:42].[Na+:43].[O-:44][C:45](=[O:46])[O-:47].[O:48]1[CH2:49][CH2:50][O:51][CH2:52][CH2:53]1.[cH:54]1[cH:55][cH:56][c:57]([P:58]([Pd:59]([P:60]([c:61]2[cH:62][cH:63][cH:64][cH:65][cH:66]2)([c:67]2[cH:68][cH:69][cH:70][cH:71][cH:72]2)[c:73]2[cH:74][cH:75][cH:76][cH:77][cH:78]2)([P:79]([c:80]2[cH:81][cH:82][cH:83][cH:84][cH:85]2)([c:86]2[cH:87][cH:88][cH:89][cH:90][cH:91]2)[c:92]2[cH:93][cH:94][cH:95][cH:96][cH:97]2)[P:98]([c:99]2[cH:100][cH:101][cH:102][cH:103][cH:104]2)([c:105]2[cH:106][cH:107][cH:108][cH:109][cH:110]2)[c:111]2[cH:112][cH:113][cH:114][cH:115][cH:116]2)([c:117]2[cH:118][cH:119][cH:120][cH:121][cH:122]2)[c:123]2[cH:124][cH:125][cH:126][cH:127][cH:128]2)[cH:129][cH:130]1>>[c:2]1(-[c:33]2[c:32]([CH3:31])[cH:37][cH:36][cH:35][c:34]2[CH3:38])[n:3][c:4]([CH3:30])[c:5]([CH2:18][O:19][c:20]2[c:21]([CH3:29])[cH:22][cH:23][c:24]([CH:26]([CH3:27])[CH3:28])[cH:25]2)[c:6]([N:8]2[CH2:9][CH2:10][N:11]([CH2:14][C:15](=[O:16])[NH2:17])[CH2:12][CH2:13]2)[n:7]1. The reactants are FC1=C(C=CC(=C1)I)NC1=C(C=C2C(=NC=NC2=C1F)C)C(=O)O (7-(2-Fluoro-4-iodophenylamino)-8-fluoro-4-methylquinazoline-6-carboxylic acid), [Li+].C[Si](C)(C)[N-][Si](C)(C)C (LiHMDS), C1CCOC1 (THF), [Si](C)(C)(C(C)(C)C)OCCC1(CC1)S(=O)(=O)Cl (1-(2-(tert-butyldimethylsilyloxy)ethyl)cyclopropane-1-sulfonyl chloride). Conditions: temperature -78 celsius, time 30 minute. The product is FC1=C(C=CC(=C1)I)N1C(N(C2=CC=3C(=NC=NC3C(=C21)F)C)S(=O)(=O)C2(CC2)CCO[Si](C)(C)C(C)(C)C)=O (3-(2-Fluoro-4-iodophenyl)-1-(1-(2-(tert-butyldimethylsilyloxy)ethyl)cyclopropylsulfonyl)-4-fluoro-8-methyl-1H-imidazo[4,5-g]quinazolin-2(3H)-one). RXN SMILES: [F:1][C:2]1[CH:7]=[C:6]([I:8])[CH:5]=[CH:4][C:3]=1[NH:9][C:10]1[C:19]([F:20])=[C:18]2[C:13]([C:14]([CH3:21])=[N:15][CH:16]=[N:17]2)=[CH:12][C:11]=1C(O)=O.[Li+].C[Si]([N-:30][Si](C)(C)C)(C)C.[Si:35]([O:42][CH2:43][CH2:44][C:45]1([S:48](Cl)(=[O:50])=[O:49])[CH2:47][CH2:46]1)([C:38]([CH3:41])([CH3:40])[CH3:39])([CH3:37])[CH3:36].C1[CH2:56][O:55]CC1>>[F:1][C:2]1[CH:7]=[C:6]([I:8])[CH:5]=[CH:4][C:3]=1[N:9]1[C:10]2[C:11](=[CH:12][C:13]3[C:14]([CH3:21])=[N:15][CH:16]=[N:17][C:18]=3[C:19]=2[F:20])[N:30]([S:48]([C:45]2([CH2:44][CH2:43][O:42][Si:35]([C:38]([CH3:41])([CH3:40])[CH3:39])([CH3:37])[CH3:36])[CH2:47][CH2:46]2)(=[O:50])=[O:49])[C:56]1=[O:55] |f:1.2|. Procedure details: To a solution of 3-(2-fluoro-4-iodophenyl)-4-fluoro-8-methyl-1H-imidazo[4,5-g]quinazolin-2(3H)-one (example 34, step H) (90 mg, 0.22 mmol) in THF (5 ml) at −78° C. is added LiHMDS (0.29 ml, 1 M in THF, 0.29 mmol). The reaction mixture is stirred at −78° C. for 30 min and 1-(2-(tert-butyldimethylsilyloxy)ethyl)cyclopropane-1-sulfonyl chloride (99 mg, 0.33 mmol) is added to the mixture. The reaction is slowly warmed to room temperature and stirred at the temperature for 16 h. The reaction is quenc... Reactants: CC(C)(C)OC(=O)N1CCCN(c2nc3ccccc3n2CCOS(C)(=O)=O)CC1, CN(C)C=O, [H-], [Na+], C1CCOC1, OCC(F)(F)F. Yields the product C=Cn1c(N2CCCN(C(=O)OC(C)(C)C)CC2)nc2ccccc21. As a reaction SMILES: [C:1]([CH3:2])([CH3:3])([CH3:4])[O:5][C:6](=[O:7])[N:8]1[CH2:9][CH2:10][N:11]([c:15]2[n:16][c:17]3[c:18]([n:19]2[CH2:20][CH2:21][O:22][S:23]([CH3:24])(=[O:25])=[O:26])[cH:27][cH:28][cH:29][cH:30]3)[CH2:12][CH2:13][CH2:14]1.[CH3:44][N:45]([CH3:46])[CH:47]=[O:48].[H-:42].[Na+:43].[O:37]1[CH2:38][CH2:39][CH2:40][CH2:41]1.[OH:31][CH2:32][C:33]([F:34])([F:35])[F:36]>>[C:1]([CH3:2])([CH3:3])([CH3:4])[O:5][C:6](=[O:7])[N:8]1[CH2:9][CH2:10][N:11]([c:15]2[n:16][c:17]3[c:18]([n:19]2[CH:20]=[CH2:21])[cH:27][cH:28][cH:29][cH:30]3)[CH2:12][CH2:13][CH2:14]1. Reactants: O=C1NCCCN2CCCC12, O=C([O-])[O-], CCOC(C)=O, [Cs+], [Cs+], [Cu]I, Cc1cc(F)ccc1-c1cc(Cl)ncc1N(C)C(=O)C(C)(C)c1cc(C(F)(F)F)cc(C(F)(F)F)c1, C1COCCO1. The product is Cc1cc(F)ccc1-c1cc(N2CCCN3CCCC3C2=O)ncc1N(C)C(=O)C(C)(C)c1cc(C(F)(F)F)cc(C(F)(F)F)c1. Reaction SMILES: [C:1]1(=[O:11])[CH:2]2[N:3]([CH2:4][CH2:5][CH2:6][NH:7]1)[CH2:8][CH2:9][CH2:10]2.[C:48](=[O:49])([O-:50])[O-:51].[CH3:60][CH2:61][O:62][C:63]([CH3:64])=[O:65].[Cs+:52].[Cs+:53].[Cu:66][I:67].[F:12][C:13]([c:14]1[cH:15][c:16]([C:24]([C:25](=[O:26])[N:27]([CH3:28])[c:29]2[cH:30][n:31][c:32]([Cl:43])[cH:33][c:34]2-[c:35]2[c:36]([CH3:42])[cH:37][c:38]([F:41])[cH:39][cH:40]2)([CH3:44])[CH3:45])[cH:17][c:18]([C:20]([F:21])([F:22])[F:23])[cH:19]1)([F:46])[F:47].[O:54]1[CH2:55][CH2:56][O:57][CH2:58][CH2:59]1>>[C:1]1(=[O:11])[CH:2]2[N:3]([CH2:4][CH2:5][CH2:6][N:7]1[c:32]1[n:31][cH:30][c:29]([N:27]([C:25]([C:24]([c:16]3[cH:15][c:14]([C:13]([F:12])([F:46])[F:47])[cH:19][c:18]([C:20]([F:21])([F:22])[F:23])[cH:17]3)([CH3:44])[CH3:45])=[O:26])[CH3:28])[c:34](-[c:35]3[c:36]([CH3:42])[cH:37][c:38]([F:41])[cH:39][cH:40]3)[cH:33]1)[CH2:8][CH2:9][CH2:10]2. Reactants: BrC=1C=C(C(N(C1)C1CCC1)=O)C (5-bromo-1-cyclobutyl-3-methylpyridin-2-one), FC1=C(OC2=C(C=C(C=C2)NS(=O)(=O)C)B2OC(C(O2)(C)C)(C)C)C=CC(=C1)F (N-[4-(2,4-difluorophenoxy)-3-(4,4,5,5-tetramethyl-1,3,2-dioxaborolan-2-yl)phenyl]methanesulfonamide), C(=O)([O-])[O-].[K+].[K+] (K2CO3). Reagents/catalysts: C1=CC=C(C=C1)P([C-]2C=CC=C2)C3=CC=CC=C3.C1=CC=C(C=C1)P([C-]2C=CC=C2)C3=CC=CC=C3.Cl[Pd]Cl.[Fe+2] (Pd(dppf)2Cl2). Solvent: CN(C)C=O (DMF). Product: C1(CCC1)N1C=C(C=C(C1=O)C)C=1C=C(C=CC1OC1=C(C=C(C=C1)F)F)NS(=O)(=O)C (N-[3-(1-cyclobutyl-5-methyl-6-oxopyridin-3-yl)-4-(2,4-difluorophenoxyl)phenyl]methanesulfonamide). Yield: 31.6%. Reaction SMILES: Br[C:2]1[CH:3]=[C:4]([CH3:13])[C:5](=[O:12])[N:6]([CH:8]2[CH2:11][CH2:10][CH2:9]2)[CH:7]=1.[F:14][C:15]1[CH:41]=[C:40]([F:42])[CH:39]=[CH:38][C:16]=1[O:17][C:18]1[CH:23]=[CH:22][C:21]([NH:24][S:25]([CH3:28])(=[O:27])=[O:26])=[CH:20][C:19]=1B1OC(C)(C)C(C)(C)O1.C([O-])([O-])=O.[K+].[K+]>CN(C=O)C.C1C=CC(P(C2C=CC=CC=2)[C-]2C=CC=C2)=CC=1.C1C=CC(P(C2C=CC=CC=2)[C-]2C=CC=C2)=CC=1.Cl[Pd]Cl.[Fe+2]>[CH:8]1([N:6]2[C:5](=[O:12])[C:4]([CH3:13])=[CH:3][C:2]([C:23]3[CH:22]=[C:21]([NH:24][S:25]([CH3:28])(=[O:26])=[O:27])[CH:20]=[CH:19][C:18]=3[O:17][C:16]3[CH:38]=[CH:39][C:40]([F:42])=[CH:41][C:15]=3[F:14])=[CH:7]2)[CH2:11][CH2:10][CH2:9]1 |f:2.3.4,6.7.8.9|. Procedure: The title compound of Example 483, step 3 (27 mg, 0.11 mmol), N-[4-(2,4-difluorophenoxy)-3-(4,4,5,5-tetramethyl-1,3,2-dioxaborolan-2-yl)phenyl]methanesulfonamide (55 mg, 0.13 mmol), K2CO3 (46 mg, 0.33 mmol) and Pd(dppf)2Cl2 (8 mg, 0.011 mmol) in DMF (2 mL) were reacted and purified in a manner similar to Example 483, step 4 to give the title compound (16 mg, 32%) as a white solid. 1H NMR (CDCl3, 400 MHz): δ 7.65 (s, 1H), 7.42 (s, 1H), 7.26-7.27 (m, 1H), 7.13 (dd, J=8.8, 2.8 Hz, 1H), 6.97-6.89 (m... The reactants are BrC1=C(C=C(C=C1)I)F (4-Bromo-3-fluoroiodobenzene), N1C=CC=2C(=CC=CC12)B(O)O (indole-4-boronic acid), C(C)(=O)[O-].[K+] (potassium acetate), C(=O)([O-])[O-].[Cs+].[Cs+] (Cs2CO3). Solvent: CS(=O)C (DMSO). Product: BrC1=C(C=C(C=C1)C1=C2C=CNC2=CC=C1)F (4-(4-bromo-3-fluorophenyl)indole). Reagents/catalysts: C1=CC=C(C=C1)P([C-]2C=CC=C2)C3=CC=CC=C3.C1=CC=C(C=C1)P([C-]2C=CC=C2)C3=CC=CC=C3.Cl[Pd]Cl.[Fe+2] (Pd(dppf)Cl2). Isolated yield 80.8%. As a reaction SMILES: [Br:1][C:2]1[CH:7]=[CH:6][C:5](I)=[CH:4][C:3]=1[F:9].[NH:10]1[C:18]2[CH:17]=[CH:16][CH:15]=[C:14](B(O)O)[C:13]=2[CH:12]=[CH:11]1.C([O-])(=O)C.[K+].C([O-])([O-])=O.[Cs+].[Cs+]>CS(C)=O.C1C=CC(P(C2C=CC=CC=2)[C-]2C=CC=C2)=CC=1.C1C=CC(P(C2C=CC=CC=2)[C-]2C=CC=C2)=CC=1.Cl[Pd]Cl.[Fe+2]>[Br:1][C:2]1[CH:7]=[CH:6][C:5]([C:14]2[CH:15]=[CH:16][CH:17]=[C:18]3[C:13]=2[CH:12]=[CH:11][NH:10]3)=[CH:4][C:3]=1[F:9] |f:2.3,4.5.6,8.9.10.11|. Procedure details: 4-Bromo-3-fluoroiodobenzene (250 mg, 0.8 mmol, 1.2 eq.), indole-4-boronic acid (110 mg, 0.7 mmol), potassium acetate (70 mg, 1 eq.), Pd(dppf)Cl2 (70 mg, 0.1 eq.), and Cs2CO3 (700 mg, 3 eq.) in DMSO (5 mL) were heated under argon at 80° C. during 1 h. The reaction mixture was extracted from water into ether, dried Na2SO4, concentrated, and chromatographed on silica gel (5→15% EtOAc/hexanes) to give 4-(4-bromo-3-fluorophenyl)indole (164 mg, 83%). Starting materials: BrB(Br)Br, C1=CCCCC1, COc1ccc(C(=O)N2c3cc(Cl)ccc3-c3ccccc3C2C)cc1, ClCCl. Yields the product CC1c2ccccc2-c2ccc(Cl)cc2N1C(=O)c1ccc(O)cc1. As a reaction SMILES: [B:33]([Br:34])([Br:35])[Br:36].[CH2:27]1[CH2:28][CH:29]=[CH:30][CH2:31][CH2:32]1.[Cl:1][c:2]1[cH:3][cH:4][c:5]2[c:14]([cH:15]1)[N:13]([C:16](=[O:17])[c:18]1[cH:19][cH:20][c:21]([O:24][CH3:25])[cH:22][cH:23]1)[CH:12]([CH3:26])[c:11]1[c:6]-2[cH:7][cH:8][cH:9][cH:10]1.[Cl:37][CH2:38][Cl:39]>>[Cl:1][c:2]1[cH:3][cH:4][c:5]2[c:14]([cH:15]1)[N:13]([C:16](=[O:17])[c:18]1[cH:19][cH:20][c:21]([OH:24])[cH:22][cH:23]1)[CH:12]([CH3:26])[c:11]1[c:6]-2[cH:7][cH:8][cH:9][cH:10]1. The reactants are C([O-])([O-])=O.[Na+].[Na+] (sodium carbonate), [BH4-].[Li+] (Lithium borohydride), OCCCC1(CCN(CC1)C(=O)OC(C)(C)C)C(=O)OCC1=CC=CC=C1 (1-(1,1-dimethylethyl) 4-phenylmethyl 4-(3-hydroxypropyl)-1,4-piperidinedicarboxylate), Cl (hydrochloric acid). Run in O1CCCC1.C1(=CC=CC=C1)C (tetrahydrofuran toluene). Reaction conditions: temperature 60 celsius, time 4 hour. Yields the product OCC1(CCN(CC1)C(=O)OC(C)(C)C)CCCO (1,1-Dimethylethyl 4-(Hydroxymethyl)-4-(3-hydroxypropyl)-1-piperidinecarboxylate). Isolated yield 73.8%. RXN SMILES: [BH4-].[Li+].[OH:3][CH2:4][CH2:5][CH2:6][C:7]1([C:20](OCC2C=CC=CC=2)=[O:21])[CH2:12][CH2:11][N:10]([C:13]([O:15][C:16]([CH3:19])([CH3:18])[CH3:17])=[O:14])[CH2:9][CH2:8]1.Cl.C(=O)([O-])[O-].[Na+].[Na+]>O1CCCC1.C1(C)C=CC=CC=1>[OH:21][CH2:20][C:7]1([CH2:6][CH2:5][CH2:4][OH:3])[CH2:12][CH2:11][N:10]([C:13]([O:15][C:16]([CH3:17])([CH3:18])[CH3:19])=[O:14])[CH2:9][CH2:8]1 |f:0.1,4.5.6,7.8|. Reported procedure: Lithium borohydride (500 mg, 22.7 mmol) was added to a solution of 1-(1,1-dimethylethyl) 4-phenylmethyl 4-(3-hydroxypropyl)-1,4-piperidinedicarboxylate (Description 136, 1.05 g, 2.79 mmol) in tetrahydrofuran/toluene (50:50, 20 mL). and the mixture was stirred at 60° C. for 4 hours. The mixture was cooled and hydrochloric acid (2M, 10 mL) was added. The mixture was poured into aqueous sodium carbonate (10%, 100 mL) and extracted with ethyl acetate (3×50 mL). The combined organic fractions were dr...